Dataset: the Open Reaction Database (ORD), a public repository of structured organic reaction records. Task: describe an organic reaction: reactants, conditions, products, and yield The reactants are ice, C1(CC1)C1=C(C=C(C=C1)[C@@H]1O[C@@H]([C@H]([C@@H]([C@H]1O)O)O)CO)CC1=CC2=C(OCCO2)C=C1 ((2S,3R,4R,5S,6R)-2-[4-Cyclopropyl-3-(2,3-dihydro-benzo[1,4]dioxin-6-ylmethyl)-phenyl]-6-hydroxymethyl-tetrahydro-pyran-3,4,5-triol), C1(CC1)C1=C(C=C(C=C1)[C@@H]1O[C@@H]([C@H]([C@@H]([C@H]1O)O)O)CO)CC1=CC2=C(OCCO2)C=C1 ((2S,3R,4R,5S,6R)-2-[4-Cyclopropyl-3-(2,3-dihydro-benzo[1,4]dioxin-6-ylmethyl)-phenyl]-6-hydroxymethyl-tetrahydro-pyran-3,4,5-triol), ClC(=O)OC (methyl chloroformate). Run in N1=C(C=C(C=C1C)C)C (collidine), C(Cl)Cl (DCM). Run at time 1 hour. The product is COC(OC[C@H]1O[C@H]([C@@H]([C@H]([C@@H]1O)O)O)C1=CC(=C(C=C1)C1CC1)CC1=CC2=C(OCCO2)C=C1)=O (carbonic acid (2R,3S,4R,5R,6S)-6-[4-cyclopropyl-3-(2,3-dihydro-benzo[1,4]dioxin-6-ylmethyl)-phenyl]-3,4,5-trihydroxy-tetrahydro-pyran-2-ylmethyl ester methyl ester). The yield is 107.7%. Reaction SMILES: [CH:1]1([C:4]2[CH:9]=[CH:8][C:7]([C@H:10]3[C@H:15]([OH:16])[C@@H:14]([OH:17])[C@H:13]([OH:18])[C@@H:12]([CH2:19][OH:20])[O:11]3)=[CH:6][C:5]=2[CH2:21][C:22]2[CH:31]=[CH:30][C:25]3[O:26][CH2:27][CH2:28][O:29][C:24]=3[CH:23]=2)[CH2:3][CH2:2]1.Cl[C:33]([O:35][CH3:36])=[O:34]>N1C(C)=CC(C)=CC=1C.C(Cl)Cl>[CH3:36][O:35][C:33](=[O:34])[O:20][CH2:19][C@@H:12]1[C@@H:13]([OH:18])[C@H:14]([OH:17])[C@@H:15]([OH:16])[C@H:10]([C:7]2[CH:8]=[CH:9][C:4]([CH:1]3[CH2:3][CH2:2]3)=[C:5]([CH2:21][C:22]3[CH:31]=[CH:30][C:25]4[O:26][CH2:27][CH2:28][O:29][C:24]=4[CH:23]=3)[CH:6]=2)[O:11]1. Procedure: To a stirred solution of (2S,3R,4R,5S,6R)-2-[4-Cyclopropyl-3-(2,3-dihydro-benzo[1,4]dioxin-6-ylmethyl)-phenyl]-6-hydroxymethyl-tetrahydro-pyran-3,4,5-triol (Intermediate 3, 890 mg, 2.1 mmol) in collidine (7 ml) was added a solution of methyl chloroformate (0.21 ml, 2.5 mmol) in DCM (0.5 ml) at −40° C. After stirring for 1 h at same temperature, it was stirred at room temperature for 1.5 h. Reaction mixture was poured into ice cold 10% HCl solution and extracted with ethyl acetate (2×10 ml). Comb...